This data is from the Open Reaction Database (ORD), a public repository of structured organic reaction records. The task is: describe an organic reaction: reactants, conditions, products, and yield Reactants: C(C)(=O)N1[C@@H]([C@H]([C@@H](C=2C=CN3C(C12)=NC(=C3Cl)C)OCCOC)OC(C(C)(C)C)=O)C3=CC=CC=C3 ((7R,8R,9R)-10-acetyl-3-chloro-7-(2-methoxyethoxy)-2-methyl-9-phenyl-8-pivaloyloxy-7,8,9,10-tetrahydroimidazo[1,2-h][1,7]naphthyridine), [OH-].[K+] (potassium hydroxide), O.NN (hydrazine hydrate). The solvent is CO (methanol). Reaction conditions: temperature 60 celsius, time 4 hour. The product is ClC1=C(N=C2N1C=CC=1[C@H]([C@@H]([C@H](NC21)C2=CC=CC=C2)O)OCCOC)C ((7R,8R,9R)-3-Chloro-8-hydroxy-7-(2-methoxyethoxy)-2-methyl-9-phenyl-7,8,9,10-tetrahydroimidazo[1,2-h][1,7]naphthyridine). As a reaction SMILES: C([N:4]1[C:13]2[C:12]3=[N:14][C:15]([CH3:18])=[C:16]([Cl:17])[N:11]3[CH:10]=[CH:9][C:8]=2[C@@H:7]([O:19][CH2:20][CH2:21][O:22][CH3:23])[C@H:6]([O:24]C(=O)C(C)(C)C)[C@H:5]1[C:31]1[CH:36]=[CH:35][CH:34]=[CH:33][CH:32]=1)(=O)C.[OH-].[K+].O.NN>CO>[Cl:17][C:16]1[N:11]2[CH:10]=[CH:9][C:8]3[C@@H:7]([O:19][CH2:20][CH2:21][O:22][CH3:23])[C@H:6]([OH:24])[C@@H:5]([C:31]4[CH:36]=[CH:35][CH:34]=[CH:33][CH:32]=4)[NH:4][C:13]=3[C:12]2=[N:14][C:15]=1[CH3:18] |f:1.2,3.4|. Reported procedure: A suspension of 0.27 g (0.53 mmol) (7R,8R,9R)-10-acetyl-3-chloro-7-(2-methoxyethoxy)-2-methyl-9-phenyl-8-pivaloyloxy-7,8,9,10-tetrahydroimidazo[1,2-h][1,7]naphthyridine, 0.10 ml (0.60 mmol) aqueous potassium hydroxide (6 N) and 0.20 ml (5.14 mmol) hydrazine hydrate in methanol is stirred at 60° C. for 4 h. The methanol is removed in vacuo and the reaction mixture is diluted with water. Subsequently the mixture is extracted twice with dichloromethane. The combined organic layers are washed with b... Starting materials: COC(C)(C)C, CC(=O)[O-], CC(=O)[O-], CSC, Cc1ccc(S(=O)(=O)N=Cc2ccccc2)cc1, ClCCl, [Rh+2], [N-]=[N+]=Cc1ccccc1. Yields the product Cc1ccc(S(=O)(=O)N2C(c3ccccc3)C2c2ccccc2)cc1. RXN SMILES: [C:34]([O:35][CH3:36])([CH3:37])([CH3:38])[CH3:39].[C:40]([O-:41])(=[O:42])[CH3:43].[C:45]([O-:46])(=[O:47])[CH3:48].[CH3:1][S:2][CH3:3].[CH:4]([c:5]1[cH:6][cH:7][cH:8][cH:9][cH:10]1)=[N:11][S:12](=[O:13])(=[O:14])[c:15]1[cH:16][cH:17][c:18]([CH3:21])[cH:19][cH:20]1.[Cl:31][CH2:32][Cl:33].[Rh+2:44].[c:22]1([CH:28]=[N+:29]=[N-:30])[cH:23][cH:24][cH:25][cH:26][cH:27]1>>[CH:4]1([c:5]2[cH:6][cH:7][cH:8][cH:9][cH:10]2)[N:11]([S:12](=[O:13])(=[O:14])[c:15]2[cH:16][cH:17][c:18]([CH3:21])[cH:19][cH:20]2)[CH:28]1[c:22]1[cH:23][cH:24][cH:25][cH:26][cH:27]1. Starting materials: FC=1C=CC(=NC1)C1=NOC(=C1CCC=1SC(=CN1)C(=O)O)C (2-{2-[3-(5-fluoro-pyridin-2-yl)-5-methyl-isoxazol-4-yl]-ethyl}-thiazole-5-carboxylic acid), C(C)N (ethylamine). Yields the product C(C)NC(=O)C1=CN=C(S1)CCC=1C(=NOC1C)C1=NC=C(C=C1)F (2-{2-[3-(5-Fluoro-pyridin-2-yl)-5-methyl-isoxazol-4-yl]-ethyl}-thiazole-5-carboxylic acid ethylamide). Yield: 58.0%. RXN SMILES: [F:1][C:2]1[CH:3]=[CH:4][C:5]([C:8]2[C:12]([CH2:13][CH2:14][C:15]3[S:16][C:17]([C:20]([OH:22])=O)=[CH:18][N:19]=3)=[C:11]([CH3:23])[O:10][N:9]=2)=[N:6][CH:7]=1.[CH2:24]([NH2:26])[CH3:25]>>[CH2:24]([NH:26][C:20]([C:17]1[S:16][C:15]([CH2:14][CH2:13][C:12]2[C:8]([C:5]3[CH:4]=[CH:3][C:2]([F:1])=[CH:7][N:6]=3)=[N:9][O:10][C:11]=2[CH3:23])=[N:19][CH:18]=1)=[O:22])[CH3:25]. Reported procedure: As described for example 40c, 2-{2-[3-(5-fluoro-pyridin-2-yl)-5-methyl-isoxazol-4-yl]-ethyl}-thiazole-5-carboxylic acid (67 mg, 0.20 mmol) was converted, using ethylamine (2M solution in THF) instead of 4-aminotetrahydropyran, to the title compound (42 mg, 58%) which was obtained as a white solid. MS: m/e=361.2 [M+H]+. Reactants: ClC=1C=C(C=C(C1N(CC)CC)Cl)N=C=S (3,5-dichloro-4-diethylaminophenyl isothiocyanate), CNN (methylhydrazine). The solvent is C(C)O (ethanol). Yields the product ClC=1C=C(C=C(C1N(CC)CC)Cl)NC(N(N)C)=S (4-(3,5-dichloro-4-diethylaminophenyl)-2-methyl-3-thiosemicarbazide). As a reaction SMILES: [Cl:1][C:2]1[CH:3]=[C:4]([N:14]=[C:15]=[S:16])[CH:5]=[C:6]([Cl:13])[C:7]=1[N:8]([CH2:11][CH3:12])[CH2:9][CH3:10].[CH3:17][NH:18][NH2:19]>C(O)C>[Cl:1][C:2]1[CH:3]=[C:4]([NH:14][C:15](=[S:16])[N:18]([CH3:17])[NH2:19])[CH:5]=[C:6]([Cl:13])[C:7]=1[N:8]([CH2:11][CH3:12])[CH2:9][CH3:10]. Procedure details: Following procedures similar to those employed in Step A of Example 2, the reaction of 2.2 g (0.0080 mole) of 3,5-dichloro-4-diethylaminophenyl isothiocyanate with 0.37 g (0.0080 mole) of methylhydrazine in 75 ml of ethanol produced a quantitative yield of 4-(3,5-dichloro-4-diethylaminophenyl)-2-methyl-3-thiosemicarbazide. The nmr spectrum was consistent with the proposed structure.